This data is from the Open Reaction Database (ORD), a public repository of structured organic reaction records. The task is: describe an organic reaction: reactants, conditions, products, and yield Reactants: OS(=O)(=O)O (H2SO4), [Cl-].[Cl-].[Ca+2] (CaCl2), 1-h, N1=C(C=CC(=C1)C(=O)OCC)C(=O)OCC (diethyl pyridine-2,5-dicarboxylate), [BH4-].[Na+] (NaBH4). Run in CCO (EtOH), CCO (EtOH). Reaction conditions: time 16 hour. Product: N1=C(C=CC(=C1)CO)CO (2,5-pyridinedimethanol). Isolated yield 50.8%. As a reaction SMILES: [N:1]1[CH:6]=[C:5]([C:7](OCC)=[O:8])[CH:4]=[CH:3][C:2]=1[C:12](OCC)=[O:13].[BH4-].[Na+].[Cl-].[Cl-].[Ca+2].OS(O)(=O)=O>CCO>[N:1]1[CH:6]=[C:5]([CH2:7][OH:8])[CH:4]=[CH:3][C:2]=1[CH2:12][OH:13] |f:1.2,3.4.5|. Reported procedure: To a solution of 33.5 g (0.15 mol) of diethyl pyridine-2,5-dicarboxylate in 300 mL of absolute EtOH was added 11.4 g (0.3 mol) of NaBH4 in several portions over a 30-min period. Then a solution of 33.3 g (0.3 mol) of anhydrous CaCl2 in 200 ml of EtOH was added dropwise over a 1-h period. The mixture was stirred at room temperature for 16 h, and then it was neutralized with 12 to 13 mL of concentrated H2SO4. The CaSO4, which precipitated, was removed by centrifugation (two EtOH washings). The com...